Dataset: the Open Reaction Database (ORD), a public repository of structured organic reaction records. Task: describe an organic reaction: reactants, conditions, products, and yield Run in C(=O)O (formic acid), Cl (HCl). Starting materials: C(C)(C)(C)N1N=C(C=2C1=NC=NC2N)C2=CC(=CC=C2)OCC2=C(C=CC=C2Cl)Cl (1-tert-butyl-3-(3-(2,6-dichlorobenzyloxy)phenyl)-1H-pyrazolo[3,4-d]pyrimidin-4-amine). Procedure: 1-tert-butyl-3-(3-(2,6-dichlorobenzyloxy)phenyl)-1H-pyrazolo[3,4-d]pyrimidin-4-amine (19.5 mg, 0.05 mmol) was dissolved in a solution of formic acid (2 mL) and conc. HCl (0.2 mL) and heated to reflux for 30 min. Reaction was concentrated in vacuo and purified by RP-HPLC (MeCN:H2O:0.1% TFA). ESI-MS (M+H)+ m/z calcd 386.1, found 386.2. As a reaction SMILES: C([N:5]1[C:9]2=[N:10][CH:11]=[N:12][C:13]([NH2:14])=[C:8]2[C:7]([C:15]2[CH:20]=[CH:19][CH:18]=[C:17]([O:21][CH2:22][C:23]3[C:28]([Cl:29])=[CH:27][CH:26]=[CH:25][C:24]=3[Cl:30])[CH:16]=2)=[N:6]1)(C)(C)C>C(O)=O.Cl>[Cl:29][C:28]1[CH:27]=[CH:26][CH:25]=[C:24]([Cl:30])[C:23]=1[CH2:22][O:21][C:17]1[CH:16]=[C:15]([C:7]2[C:8]3[C:9](=[N:10][CH:11]=[N:12][C:13]=3[NH2:14])[NH:5][N:6]=2)[CH:20]=[CH:19][CH:18]=1. Product: ClC1=C(COC=2C=C(C=CC2)C2=NNC3=NC=NC(=C32)N)C(=CC=C1)Cl (3-(3-(2,6-dichlorobenzyloxy)phenyl)-1H-pyrazolo[3,4-d]pyrimidin-4-amine). Solvent: Br (HBr), C(C)(=O)O (acetic acid). Procedure: 1-(5-chloro-2-methoxyphenyl)-1,3-dihydro-2H-benzimidazol-2-one (0.3 g) was refluxed for 32 hours in 48% HBr (1 ml) in acetic acid (5 ml). The reaction mixture was then cooled and 25 ml water was added, whereby the crude product precipitated. To the mixture was added 5 ml diethylether whereafter it was filtered to give 150 mg of the title compound, M.p. 248°-250° C. The yield is 52.7%. As a reaction SMILES: [Cl:1][C:2]1[CH:3]=[CH:4][C:5]([O:18]C)=[C:6]([N:8]2[C:12]3[CH:13]=[CH:14][CH:15]=[CH:16][C:11]=3[NH:10][C:9]2=[O:17])[CH:7]=1.O>Br.C(O)(=O)C>[Cl:1][C:2]1[CH:3]=[CH:4][C:5]([OH:18])=[C:6]([N:8]2[C:12]3[CH:13]=[CH:14][CH:15]=[CH:16][C:11]=3[NH:10][C:9]2=[O:17])[CH:7]=1. The product is ClC=1C=CC(=C(C1)N1C(NC2=C1C=CC=C2)=O)O (1-(5-chloro-2-hydroxyphenyl)-1,3-dihydro-2H-benzimidazol-2-one). The reactants are ClC=1C=CC(=C(C1)N1C(NC2=C1C=CC=C2)=O)OC (1-(5-chloro-2-methoxyphenyl)-1,3-dihydro-2H-benzimidazol-2-one), O (water). The reactants are C(=O)C1=C(C=CC=C1)B(O)O (2-formylphenylboronic acid), BrC=1C=C(C=CC1)C(C(C)C)(O)C=1N=CN(C1)C(C1=CC=CC=C1)(C1=CC=CC=C1)C1=CC=CC=C1 (1-(3-bromophenyl)-2-methyl-1-(1-trityl-1H-imidazol-4-yl)-1-propanol). The product is OC(C(C)C)(C=1N=CN(C1)C(C1=CC=CC=C1)(C1=CC=CC=C1)C1=CC=CC=C1)C=1C=C(C=CC1)C=1C(=CC=CC1)C=O (3′-[1-hydroxy-2-methyl-1-(1-trityl-1H-imidazol-4-yl)propyl][1,1′-biphenyl]-2-carbaldehyde). Yield: 87.1%. RXN SMILES: [CH:1]([C:3]1[CH:8]=[CH:7][CH:6]=[CH:5][C:4]=1B(O)O)=[O:2].Br[C:13]1[CH:14]=[C:15]([C:19]([C:24]2[N:25]=[CH:26][N:27]([C:29]([C:42]3[CH:47]=[CH:46][CH:45]=[CH:44][CH:43]=3)([C:36]3[CH:41]=[CH:40][CH:39]=[CH:38][CH:37]=3)[C:30]3[CH:35]=[CH:34][CH:33]=[CH:32][CH:31]=3)[CH:28]=2)([OH:23])[CH:20]([CH3:22])[CH3:21])[CH:16]=[CH:17][CH:18]=1>>[OH:23][C:19]([C:15]1[CH:14]=[C:13]([C:4]2[C:3]([CH:1]=[O:2])=[CH:8][CH:7]=[CH:6][CH:5]=2)[CH:18]=[CH:17][CH:16]=1)([C:24]1[N:25]=[CH:26][N:27]([C:29]([C:42]2[CH:47]=[CH:46][CH:45]=[CH:44][CH:43]=2)([C:36]2[CH:41]=[CH:40][CH:39]=[CH:38][CH:37]=2)[C:30]2[CH:35]=[CH:34][CH:33]=[CH:32][CH:31]=2)[CH:28]=1)[CH:20]([CH3:22])[CH3:21]. Procedure: By the reaction in the same manner as in Example 1-(i) using 2-formylphenylboronic acid (0.50 g) and 1-(3-bromophenyl)-2-methyl-1-(1-trityl-1H-imidazol-4-yl)-1-propanol (1.02 g), the amorphous title compound (0.93 g) was obtained. Starting materials: IC1=C(NC(=C(C1=O)[N+](=O)[O-])C)C (3-iodo-2,6-dimethyl-5-nitropyridin-4(1H)-one), [Cu]C#N (copper(I) cyanide), ice water. The solvent is CN1C(CCC1)=O (N-methyl-2-pyrrolidone). Conditions: temperature 125 celsius, time 15 minute. The product is CC=1NC(=C(C(C1C#N)=O)[N+](=O)[O-])C (2,6-dimethyl-5-nitro-4-oxo-1,4-dihydropyridine-3-carbonitrile). Isolated yield 40.9%. As a reaction SMILES: I[C:2]1[C:7](=[O:8])[C:6]([N+:9]([O-:11])=[O:10])=[C:5]([CH3:12])[NH:4][C:3]=1[CH3:13].[Cu][C:15]#[N:16]>CN1CCCC1=O>[CH3:13][C:3]1[NH:4][C:5]([CH3:12])=[C:6]([N+:9]([O-:11])=[O:10])[C:7](=[O:8])[C:2]=1[C:15]#[N:16]. Procedure details: A mixture of 3-iodo-2,6-dimethyl-5-nitropyridin-4(1H)-one (0.59 g, 2.006 mmol) and copper(I) cyanide (0.359 g, 4.01 mmol) in N-methyl-2-pyrrolidone (NMP) (10 mL) was heated at 125° C. for 2 h, at which time it was allowed to cool to ambient temperature and poured into ice/water/saturated NH4Cl (100 mL). The mixture was stirred for 15 min (pH˜6-7), then allowed to stand in an ice bath for 1 h. The solids were filtered, washed with a small amount of water, air dried for 10 min, and further dried i...